From a dataset of the Open Reaction Database (ORD), a public repository of structured organic reaction records. describe an organic reaction: reactants, conditions, products, and yield Reaction SMILES: [Cl:1][C:2]1[CH:20]=[CH:19][C:5]2[O:6][C:7]3[CH:18]=[CH:17][CH:16]=[CH:15][C:8]=3[CH2:9][N:10]([C:11]([NH:13][NH2:14])=[O:12])[C:4]=2[CH:3]=1.[N:21]1[CH:26]=[CH:25][C:24]([CH2:27][CH2:28][CH2:29][C:30](OC)=[O:31])=[CH:23][CH:22]=1.[Cl-].C[Al+]C.CO>C1(C)C=CC=CC=1>[O:31]=[C:30]([NH:14][NH:13][C:11]([N:10]1[CH2:9][C:8]2[CH:15]=[CH:16][CH:17]=[CH:18][C:7]=2[O:6][C:5]2[CH:19]=[CH:20][C:2]([Cl:1])=[CH:3][C:4]1=2)=[O:12])[CH2:29][CH2:28][CH2:27][C:24]1[CH:23]=[CH:22][N:21]=[CH:26][CH:25]=1 |f:2.3|. The product is O=C(CCCC1=CC=NC=C1)NNC(=O)N1C2=C(OC3=C(C1)C=CC=C3)C=CC(=C2)Cl (8-chlorodibenz[b,f][1.4]oxazepine-10(11H)-carboxylic acid, 2-[1-oxo-4-(4-pyridinyl)butyl]hydrazide). Run in C1(=CC=CC=C1)C (toluene). Yield: 82.4%. Starting materials: ClC1=CC2=C(OC3=C(CN2C(=O)NN)C=CC=C3)C=C1 (8-chlorodibenz[b,f][1,41oxazepine-10(11H)-carboxylic acid, hydrazide), CO (methanol), N1=CC=C(C=C1)CCCC(=O)OC (methyl 4-(4-pyridyl)butanoate), [Cl-].C[Al+]C (dimethylaluminumchloride). Procedure: To a solution of 8-chlorodibenz[b,f][1,4]oxazepine-10(11H)-carboxylic acid, hydrazide (1) (1.5 g, 5 mmol), prepared as described above in Example 1, and methyl 4-(4-pyridyl)butanoate (48) (2.4 g, 13 mmol), prepared as described above in Example 48, in toluene (250 mL) was added dimethylaluminumchloride (20.0 mmol). The resulting yellow solution was refluxed under a N2 atmosphere for 16 hours. The reaction mixture was allowed to cool to room temperature, followed by the addition of methanol (7 mL... Reactants: CCO, CCOC(=O)C(=C(c1ccc(F)cc1)c1ccc(F)cc1)n1cnnn1, O. Yields the product O=C(O)C(=C(c1ccc(F)cc1)c1ccc(F)cc1)n1cnnn1. RXN SMILES: [CH3:27][CH2:28][OH:29].[F:1][c:2]1[cH:3][cH:4][c:5]([C:8](=[C:9]([C:10](=[O:11])[O:12][CH2:13][CH3:14])[n:15]2[n:16][n:17][n:18][cH:19]2)[c:20]2[cH:21][cH:22][c:23]([F:26])[cH:24][cH:25]2)[cH:6][cH:7]1.[OH2:30]>>[F:1][c:2]1[cH:3][cH:4][c:5]([C:8](=[C:9]([C:10](=[O:11])[OH:12])[n:15]2[n:16][n:17][n:18][cH:19]2)[c:20]2[cH:21][cH:22][c:23]([F:26])[cH:24][cH:25]2)[cH:6][cH:7]1.